This data is from the Open Reaction Database (ORD), a public repository of structured organic reaction records. The task is: describe an organic reaction: reactants, conditions, products, and yield The reactants are CC1=CC=C(C=C1)S(=O)(=O)OCCCNC=1C(N(S(C1C1=CC=CC=C1)(=O)=O)C(C)(C)C)=O (3-[(2-tert-butyl-1,1-dioxido-3-oxo-5-phenyl-2,3-dihydroisothiazol-4-yl)amino]propyl 4-methylbenzenesulfonate), C1(O)=CC(O)=CC=C1 (resorcinol), C(=O)([O-])[O-].[K+].[K+] (K2CO3). Yield: 40.8%. The product is C(C)(C)(C)N1S(C(=C(C1=O)NCCCOC1=CC(=CC=C1)O)C1=CC=CC=C1)(=O)=O (2-tert-Butyl-4-{[3-(3-hydroxyphenoxy)propyl]amino}-5-phenylisothiazol-3(2H)-one 1,1-dioxide). Procedure: A mixture of 3-[(2-tert-butyl-1,1-dioxido-3-oxo-5-phenyl-2,3-dihydroisothiazol-4-yl)amino]propyl 4-methylbenzenesulfonate (0.045 g, 0.091 mmol), resorcinol (0.020 g, 0.183 mmol) and K2CO3 (0.063 g, 0.457 mmol) in MeCN (2 ml) was heated in a microwave reactor at 120° C. for 10 mins. The reaction mixture was evaporated and the residue was purified by silica gel column chromatography (Horizons Biotage) using 0-50% EtOAc in DCM as eluent to give the title compound (0.016 g, 41%) as a solid. 1H NMR (... Solvent: CC#N (MeCN). RXN SMILES: CC1C=CC(S([O:11][CH2:12][CH2:13][CH2:14][NH:15][C:16]2[C:17](=[O:33])[N:18]([C:29]([CH3:32])([CH3:31])[CH3:30])[S:19](=[O:28])(=[O:27])[C:20]=2[C:21]2[CH:26]=[CH:25][CH:24]=[CH:23][CH:22]=2)(=O)=O)=CC=1.[C:34]1([CH:41]=[CH:40][CH:39]=[C:37](O)[CH:36]=1)[OH:35].C([O-])([O-])=O.[K+].[K+]>CC#N>[C:29]([N:18]1[C:17](=[O:33])[C:16]([NH:15][CH2:14][CH2:13][CH2:12][O:11][C:37]2[CH:39]=[CH:40][CH:41]=[C:34]([OH:35])[CH:36]=2)=[C:20]([C:21]2[CH:26]=[CH:25][CH:24]=[CH:23][CH:22]=2)[S:19]1(=[O:28])=[O:27])([CH3:31])([CH3:32])[CH3:30] |f:2.3.4|. Run at temperature 120 celsius. Starting materials: ClC1=NC=C(C(=C1)I)Cl (2,5-dichloro-4-iodopyridine), NC1=C(C(=O)NC)C=CC=C1 (2-amino-N-methylbenzamide), C([O-])([O-])=O.[Cs+].[Cs+] (cesium carbonate), CC1(C2=CC=CC(=C2OC=2C(=CC=CC12)P(C1=CC=CC=C1)C1=CC=CC=C1)P(C1=CC=CC=C1)C1=CC=CC=C1)C (9,9-dimethyl-4,5-bis(diphenylphosphino)xanthene). Reagents/catalysts: C(C)(=O)[O-].[Pd+2].C(C)(=O)[O-] (Palladium(II) acetate). The solvent is O1CCOCC1 (dioxane). Run at temperature 80 celsius. The product is ClC1=NC=C(C(=C1)NC1=C(C(=O)NC)C=CC=C1)Cl (2-[(2,5-dichloropyridin-4-yl)amino]-N-methylbenzamide). The yield is 48.6%. Reaction SMILES: [Cl:1][C:2]1[CH:7]=[C:6](I)[C:5]([Cl:9])=[CH:4][N:3]=1.[NH2:10][C:11]1[CH:20]=[CH:19][CH:18]=[CH:17][C:12]=1[C:13]([NH:15][CH3:16])=[O:14].C(=O)([O-])[O-].[Cs+].[Cs+].CC1(C)C2C=CC=C(P(C3C=CC=CC=3)C3C=CC=CC=3)C=2OC2C1=CC=CC=2P(C1C=CC=CC=1)C1C=CC=CC=1>O1CCOCC1.C([O-])(=O)C.[Pd+2].C([O-])(=O)C>[Cl:1][C:2]1[CH:7]=[C:6]([NH:10][C:11]2[CH:20]=[CH:19][CH:18]=[CH:17][C:12]=2[C:13]([NH:15][CH3:16])=[O:14])[C:5]([Cl:9])=[CH:4][N:3]=1 |f:2.3.4,7.8.9|. Reported procedure: Palladium(II) acetate (0.393 g, 1.75 mmol) was added to 2,5-dichloro-4-iodopyridine (12 g, 43.81 mmol), 2-amino-N-methylbenzamide (6.58 g, 43.81 mmol), cesium carbonate (28.6 g, 87.63 mmol) and 9,9-dimethyl-4,5-bis(diphenylphosphino)xanthene (1.521 g, 2.63 mmol) in dioxane (600 mL) under an atmosphere of nitrogen. The resulting suspension was heated at 80° C. for 18 hours, allowed to cool to room temperature and then filtered. The filtrate was evaporated and the residue triturated with CH2Cl2 to...